From a dataset of the Open Reaction Database (ORD), a public repository of structured organic reaction records. describe an organic reaction: reactants, conditions, products, and yield The reactants are ONC(CCC1=NC=CC=N1)CS(=O)(=O)N1CCN(CC1)C1=NC=C(C=C1)OCC(F)(F)F (2-[3-(hydroxyamino)-4-({4-[5-(2,2,2-trifluoroethoxy)pyridin-2-yl]piperazin-1-yl}sulfonyl)butyl]pyrimidine), C(=O)O (formic acid), C(C)(=O)OC(C)=O (acetic anhydride), C(=O)O (formic acid), anhydride. Solvent: C(Cl)Cl (DCM). Reaction conditions: time 10 minute. Product: ON(C=O)[C@@H](CCC1=NC=CC=N1)CS(=O)(=O)N1CCN(CC1)C1=NC=C(C=C1)OCC(F)(F)F (Hydroxy{(1S)-3-pyrimidin-2-yl-1-[({4-[5-(2,2,2-trifluoroethoxy)pyridin-2-yl]piperazin-1-yl}sulfonyl)methyl]propyl}formamide). Isolated yield 906.9%. Reaction SMILES: [CH:1](O)=[O:2].C(OC(=O)C)(=O)C.[OH:11][NH:12][CH:13]([CH2:22][S:23]([N:26]1[CH2:31][CH2:30][N:29]([C:32]2[CH:37]=[CH:36][C:35]([O:38][CH2:39][C:40]([F:43])([F:42])[F:41])=[CH:34][N:33]=2)[CH2:28][CH2:27]1)(=[O:25])=[O:24])[CH2:14][CH2:15][C:16]1[N:21]=[CH:20][CH:19]=[CH:18][N:17]=1>C(Cl)Cl>[OH:11][N:12]([C@H:13]([CH2:22][S:23]([N:26]1[CH2:27][CH2:28][N:29]([C:32]2[CH:37]=[CH:36][C:35]([O:38][CH2:39][C:40]([F:43])([F:42])[F:41])=[CH:34][N:33]=2)[CH2:30][CH2:31]1)(=[O:25])=[O:24])[CH2:14][CH2:15][C:16]1[N:17]=[CH:18][CH:19]=[CH:20][N:21]=1)[CH:1]=[O:2]. Procedure details: To formic acid (54 mL, 1.4 mol) at 8° C. was added acetic anhydride (11 mL, 100 mmol) and the mixture was stirred at RT for 10 minutes. The mixed anhydride was then recooled to 8° C., and added to a solution, pre-cooled to 0° C., 2-[3-(hydroxyamino)-4-({4-[5-(2,2,2-trifluoroethoxy)pyridin-2-yl]piperazin-1-yl}sulfonyl)butyl]pyrimidine (16.32 g, 33.3 mmol) in DCM (170 mL) and formic acid (65 mL, 1.7 mol). The reaction was brought to room temperature and stirred for one hour. Volatiles were then re... The reactants are COC(=O)C1=NN(C2=CC=CC=C12)C (1-Methyl-1H-indazole-3-carboxylic acid methyl ester), solution, CC(C)C[AlH]CC(C)C (DIBAL-H). The solvent is ClCCl (dichloromethane), CCCCCC (hexane). The product is CN1N=C(C2=CC=CC=C12)CO ((1-Methyl-1H-indazol-3-yl) methanol). The yield is 90.8%. Reaction SMILES: C[O:2][C:3]([C:5]1[C:13]2[C:8](=[CH:9][CH:10]=[CH:11][CH:12]=2)[N:7]([CH3:14])[N:6]=1)=O.CC(C[AlH]CC(C)C)C>ClCCl.CCCCCC>[CH3:14][N:7]1[C:8]2[C:13](=[CH:12][CH:11]=[CH:10][CH:9]=2)[C:5]([CH2:3][OH:2])=[N:6]1. Procedure: To a stirring solution of 440 mg (2.31 mmol) of 1-Methyl-1H-indazole-3-carboxylic acid methyl ester (Fludzinski, P. et. al. J. Med. Chem. 1987, 30, 1535) in 10 mL dichloromethane at -78° C. is added dropwise over 5 min a solution of 5.8 mL (5.8 mmol, 2.5 equiv) of a 1.0M solution of DIBAL-H in hexane. The resulting solution is allowed to slowly warm to RT over a 3 h period then quenched by careful addition of 5 mL of H2O. The reaction mixture is poured into 100 mL of EtOAc and extracted with 1N ... Isolated yield 73.6%. Solvent: O1CCCC1 (tetrahydrofuran), O1CCCC1 (tetrahydrofuran), O1CCCC1 (tetrahydrofuran). Procedure: To a suspension of 0.43 g of 60% (w/w) sodium hydride in 15 ml of tetrahydrofuran is added a solution of 0.80 g of 2-amino-2-methyl-1-propanol in 20 ml of tetrahydrofuran at 20°-25° C., and they are refluxed for two hours. To the reaction mixture is added a solution of 2.36 g of 3,5-dichloro-1,2-benzoisoxazole in 20 ml of tetrahydrofuran under reflux, and they are refluxed for a further one hour. After cooling, the solvent is removed by distillation under reduced pressure, and ethyl acetate and ... The product is NC(COC1=NOC2=C1C=C(C=C2)Cl)(C)C (3-(2-amino-2-methylpropoxy)-5-chloro-1,2-benzoisoxazole). Reactants: NC(CO)(C)C (2-amino-2-methyl-1-propanol), ClC1=NOC2=C1C=C(C=C2)Cl (3,5-dichloro-1,2-benzoisoxazole), [H-].[Na+] (sodium hydride). RXN SMILES: [H-].[Na+].[NH2:3][C:4]([CH3:8])([CH3:7])[CH2:5][OH:6].Cl[C:10]1[C:14]2[CH:15]=[C:16]([Cl:19])[CH:17]=[CH:18][C:13]=2[O:12][N:11]=1>O1CCCC1>[NH2:3][C:4]([CH3:8])([CH3:7])[CH2:5][O:6][C:10]1[C:14]2[CH:15]=[C:16]([Cl:19])[CH:17]=[CH:18][C:13]=2[O:12][N:11]=1 |f:0.1|.